This data is from the Open Reaction Database (ORD), a public repository of structured organic reaction records. The task is: describe an organic reaction: reactants, conditions, products, and yield The reactants are CC(CO)(C)NC(C1=CC=C(C=C1)Br)=O (N-(1,1-dimethyl-2-hydroxyethyl)-4-bromobenzamide), S(=O)(Cl)Cl (thionyl chloride). Solvent: C(C)OCC (diethyl ether). Conditions: time 1 hour. Product: BrC1=CC=C(C=C1)C=1OCC(N1)(C)C (2-(4-bromophenyl)-4,5-dihydro-4,4-dimethyloxazole). The yield is 78.7%. As a reaction SMILES: [CH3:1][C:2]([NH:6][C:7](=[O:15])[C:8]1[CH:13]=[CH:12][C:11]([Br:14])=[CH:10][CH:9]=1)([CH3:5])[CH2:3]O.S(Cl)(Cl)=O>C(OCC)C>[Br:14][C:11]1[CH:10]=[CH:9][C:8]([C:7]2[O:15][CH2:3][C:2]([CH3:1])([CH3:5])[N:6]=2)=[CH:13][CH:12]=1. Procedure: To the title compound of Example 2 (0.1 moles) was added dropwise, in the cold, thionyl chloride (0.4 moles) over 35 min. After stirring for one hour, the reaction was transferred to an addition funnel and added dropwise to rapidly stirring diethyl ether (700 ml). After stirring for 20 hours, the white solid was filtered under reduced pressure was washed well with diethyl ether. The dry solid was treated with 20% sodium hydroxide (75 ml). After stirring for 30 minutes the product was extracted i... Reactants: N1=CC=CC=2C(CCCC12)=O (5,6,7,8-Tetrahydro-5-quinolinone), [BH4-].[Na+] (NaBH4). The solvent is CO (MeOH). Run at temperature 0 celsius, time 24 hour. Product: OC1C=2C=CC=NC2CCC1 (5-Hydroxy 5,6,7,8-tetrahydro-quinoline). As a reaction SMILES: [N:1]1[C:10]2[CH2:9][CH2:8][CH2:7][C:6](=[O:11])[C:5]=2[CH:4]=[CH:3][CH:2]=1.[BH4-].[Na+]>CO>[OH:11][CH:6]1[CH2:7][CH2:8][CH2:9][C:10]2[N:1]=[CH:2][CH:3]=[CH:4][C:5]1=2 |f:1.2|. Procedure: 5,6,7,8-Tetrahydro-5-quinolinone, synthesized according to the literature procedure by F. Zymalkowski and H. Rimek, Arch. Pharm. (1961) volume 294, pp. 759-765, (10.0 g, 67.9 mol) was dissolved in MeOH (350 mL) and cooled to 0° C. under an atmosphere of nitrogen. To the solution was added NaBH4 (7.7 g, 0.204 mol) portionwise over 60 minutes. The reaction was stirred at ambient temperature for 24 h. The mixture was concentrated under reduced pressure and partitioned between EtOAc (600 mL) and sat... The reactants are Cl (Hydrogen chloride), NCC(=O)NC1=C(C=C(C=C1)[N+](=O)[O-])C(C1=C(C=CC=C1)Cl)=NO (2-amino-2'-[o-chloro-α-(hydroxyimino)-benzyl]-4'-nitro-acetanilide). The solvent is C(Cl)Cl (methylene chloride), C(C)O (ethanol). The product is Cl.NCC(=O)NC1=C(C=C(C=C1)[N+](=O)[O-])C(C1=C(C=CC=C1)Cl)=NO (2-amino-2'-[o-chloro-α-(hydroxyimino)benzyl]-4'-nitro-acetanilide hydrochloride). Reaction SMILES: Cl.[NH2:2][CH2:3][C:4]([NH:6][C:7]1[CH:12]=[CH:11][C:10]([N+:13]([O-:15])=[O:14])=[CH:9][C:8]=1[C:16](=[N:24][OH:25])[C:17]1[CH:22]=[CH:21][CH:20]=[CH:19][C:18]=1[Cl:23])=[O:5]>C(Cl)Cl.C(O)C>[ClH:23].[NH2:2][CH2:3][C:4]([NH:6][C:7]1[CH:12]=[CH:11][C:10]([N+:13]([O-:15])=[O:14])=[CH:9][C:8]=1[C:16](=[N:24][OH:25])[C:17]1[CH:22]=[CH:21][CH:20]=[CH:19][C:18]=1[Cl:23])=[O:5] |f:4.5|. Reported procedure: Hydrogen chloride is introduced for 10 minutes into a solution of 5.25 g (15.05 mmol) of 2-amino-2'-[o-chloro-α-(hydroxyimino)-benzyl]-4'-nitro-acetanilide in 300 ml of methylene chloride and 100 ml of ethanol. The solution is evaporated to dryness in vacuo and the residue is dried overnight in vacuo. There is obtained 2-amino-2'-[o-chloro-α-(hydroxyimino)benzyl]-4'-nitro-acetanilide hydrochloride of melting point 140° (decomposition). Reactants: C(O)([O-])=O.[Na+] (sodium hydrogen carbonate), C(C)(=O)C1=C(N=C(S1)C)C (5-Acetyl-2,4-dimethylthiazole), [Li]C=1C=NC=CC1 (3-lithiopyridine). The solvent is C(C)OCC (diethylether), C(C)OCC (diethylether). Run at time 3 hour. The product is CC=1SC(=C(N1)C)C(C)(O)C=1C=NC=CC1 (1-(2,4-Dimethyl-5-thiazolyl)-1-(3-pyridyl)ethanol). As a reaction SMILES: [C:1]([C:4]1[S:8][C:7]([CH3:9])=[N:6][C:5]=1[CH3:10])(=[O:3])[CH3:2].[Li][C:12]1[CH:13]=[N:14][CH:15]=[CH:16][CH:17]=1.C(=O)([O-])O.[Na+]>C(OCC)C>[CH3:9][C:7]1[S:8][C:4]([C:1]([C:12]2[CH:13]=[N:14][CH:15]=[CH:16][CH:17]=2)([OH:3])[CH3:2])=[C:5]([CH3:10])[N:6]=1 |f:2.3|. Procedure details: 5-Acetyl-2,4-dimethylthiazole (2.5 g) in dry diethylether (10 ml) was added dropwise to a stirred solution of 3-lithiopyridine (from 3.5 g 3-bromopyridine) in diethylether at -70° C. After 3 hours the mixture was allowed to warm to room temperature. After a further 1 hour, aqueous sodium hydrogen carbonate was added and the organic layer was separated. The aqueous layer was extracted with diethylether. The material obtained from the combined organic layers was purified by flash chromatography to... Reactants: N[C@@H]1CC[C@H](CC1)NC1=C(C(=O)NCC2=CC(=C(C=C2)OC)OC)C=C(C=C1)[N+](=O)[O-] (2-(trans-4-aminocyclohexylamino)-N-(3,4-dimethoxybenzyl)-5-nitrobenzamide), C(C)(C)(C)OC(=O)NC(SC)=NC(=O)OC(C)(C)C (1,3-bis(tert-butoxycarbonyl)-2-methyl-2-thiopseudourea). Reagents/catalysts: [Hg]=O (mercury(II) oxide). Solvent: C(C)O (ethanol). Reaction conditions: time 2 hour. Product: C(C)(C)(C)OC(=O)N=C(N[C@@H]1CC[C@H](CC1)NC1=C(C(=O)NCC2=CC(=C(C=C2)OC)OC)C=C(C=C1)[N+](=O)[O-])NC(=O)OC(C)(C)C (2-{trans-4-[2,3-bis(tert-butoxycarbonyl)guanidino]cyclohexylamino}-N-(3,4-dimethoxybenzyl)-5-nitrobenzamide). Isolated yield 92.1%. As a reaction SMILES: [NH2:1][C@H:2]1[CH2:7][CH2:6][C@H:5]([NH:8][C:9]2[CH:28]=[CH:27][C:26]([N+:29]([O-:31])=[O:30])=[CH:25][C:10]=2[C:11]([NH:13][CH2:14][C:15]2[CH:20]=[CH:19][C:18]([O:21][CH3:22])=[C:17]([O:23][CH3:24])[CH:16]=2)=[O:12])[CH2:4][CH2:3]1.[C:32]([O:36][C:37]([NH:39][C:40](=[N:43][C:44]([O:46][C:47]([CH3:50])([CH3:49])[CH3:48])=[O:45])SC)=[O:38])([CH3:35])([CH3:34])[CH3:33]>C(O)C.[Hg]=O>[C:47]([O:46][C:44]([N:43]=[C:40]([NH:39][C:37]([O:36][C:32]([CH3:35])([CH3:34])[CH3:33])=[O:38])[NH:1][C@H:2]1[CH2:7][CH2:6][C@H:5]([NH:8][C:9]2[CH:28]=[CH:27][C:26]([N+:29]([O-:31])=[O:30])=[CH:25][C:10]=2[C:11]([NH:13][CH2:14][C:15]2[CH:20]=[CH:19][C:18]([O:21][CH3:22])=[C:17]([O:23][CH3:24])[CH:16]=2)=[O:12])[CH2:4][CH2:3]1)=[O:45])([CH3:50])([CH3:49])[CH3:48]. Procedure: To a mixture of 2-(trans-4-aminocyclohexylamino)-N-(3,4-dimethoxybenzyl)-5-nitrobenzamide (300 mg) and 1,3-bis(tert-butoxycarbonyl)-2-methyl-2-thiopseudourea (203 mg) in ethanol (20 mL) was added mercury(II) oxide (152 mg). The mixture was stirred for 2 hours at ambient temperature. The resultant precipitates were removed by filtration and the filtrate was evaporated in vacuo. The residue was purified by a silica gel column chromatography eluting with 2% methanol in chloroform. The obtained prod... The reactants are COC1=C(C(=O)OC)C=CC(=C1)OCC1=CC=CC=C1 (methyl 2-methoxy-4-benzyloxybenzoate). The reagents and catalysts are [Pd] (Pd/C). The solvent is CCOC(=O)C (EtOAc). Conditions: time 24 hour. Product: COC1=C(C(=O)OC)C=CC(=C1)O (methyl 2-methoxy-4-hydroxybenzoate). Yield: 99.0%. As a reaction SMILES: [CH3:1][O:2][C:3]1[CH:12]=[C:11]([O:13]CC2C=CC=CC=2)[CH:10]=[CH:9][C:4]=1[C:5]([O:7][CH3:8])=[O:6]>CCOC(C)=O.[Pd]>[CH3:1][O:2][C:3]1[CH:12]=[C:11]([OH:13])[CH:10]=[CH:9][C:4]=1[C:5]([O:7][CH3:8])=[O:6]. Procedure details: To a solution of methyl 2-methoxy-4-benzyloxybenzoate (40 g, 147 mmol) from Step 2 above in EtOAc (200 mL) in a Parr shaker flask was added 2 gm of 10% Pd/C catalyst. The reaction was shaken under on a Parr hydrogenation apparatus under 55 psi of H2 for 24 hours. The catalyst was filtered off under a blanket of argon and the solvent was removed under reduced pressure. The resulting solid washed with a small volume of EtOAc and filtered and dried in vacuo for 24 hours to give methyl 2-methoxy-4-h... The reactants are C(C)OP(=O)(CC(CC(C)C)C(N[C@@H](CC(C)C)C(NC)=O)=O)CNC([C@@H](NC([C@H]1N(CCC1)C(C1=CC=CC=C1)=O)=O)CC(C)C)=O ([[[N-(1-benzoyl-L-prolyl)-L-leucyl]amino]methyl][(RS)-4-methyl-2-[[(S)-3-methyl-1-(methylcarbamoyl)butyl]carbamoyl]pentyl]phosphinic acid ethyl ester), C(C)OCC (diethyl ether). Solvent: C(C)(=O)O (acetic acid), Br (hydrogen bromide), C(C)(=O)O (acetic acid). Reaction conditions: time 8 hour. Product: C(C1=CC=CC=C1)(=O)N1[C@H](C(=O)N[C@@H](CC(C)C)C(=O)NCP(O)(=O)CC(CC(C)C)C(N[C@@H](CC(C)C)C(NC)=O)=O)CCC1 ([[(N-(1-benzoyl-L-prolyl)-L-leucyl]amino]methyl][(RS)-4-methyl-2-[[(S)-3-methyl-1-(methylcarbamoyl)butyl]carbamoyl]pentyl]phosphinic acid). RXN SMILES: C([O:3][P:4]([CH2:24][NH:25][C:26](=[O:48])[C@H:27]([CH2:44][CH:45]([CH3:47])[CH3:46])[NH:28][C:29](=[O:43])[C@@H:30]1[CH2:34][CH2:33][CH2:32][N:31]1[C:35](=[O:42])[C:36]1[CH:41]=[CH:40][CH:39]=[CH:38][CH:37]=1)([CH2:6][CH:7]([C:12](=[O:23])[NH:13][C@H:14]([C:19](=[O:22])[NH:20][CH3:21])[CH2:15][CH:16]([CH3:18])[CH3:17])[CH2:8][CH:9]([CH3:11])[CH3:10])=[O:5])C.C(OCC)C>C(O)(=O)C.Br>[C:35]([N:31]1[CH2:32][CH2:33][CH2:34][C@H:30]1[C:29]([NH:28][C@H:27]([C:26]([NH:25][CH2:24][P:4]([CH2:6][CH:7]([C:12](=[O:23])[NH:13][C@H:14]([C:19](=[O:22])[NH:20][CH3:21])[CH2:15][CH:16]([CH3:18])[CH3:17])[CH2:8][CH:9]([CH3:10])[CH3:11])(=[O:3])[OH:5])=[O:48])[CH2:44][CH:45]([CH3:47])[CH3:46])=[O:43])(=[O:42])[C:36]1[CH:37]=[CH:38][CH:39]=[CH:40][CH:41]=1. Reported procedure: 0.25 g of [[[N-(1-benzoyl-L-prolyl)-L-leucyl]amino]methyl][(RS)-4-methyl-2-[[(S)-3-methyl-1-(methylcarbamoyl)butyl]carbamoyl]pentyl]phosphinic acid ethyl ester was dissolved in a mixture of 1 ml of acetic acid and 1 ml of 45% hydrogen bromide in acetic acid and the mixture was left to stand at room temperature overnight. The solution was treated with diethyl ether. The precipitated gum was allowed to settle and the ethereal solution was removed by decantation. Further treatment with diethyl ethe... The reactants are C(C(=C)C)(=O)OC1OCCCC1 (2-tetrahydropyranyl methacrylate), C(C)(=O)OC1=CC=C(C=C)C=C1 (p-acetoxystyrene), C(C(=C)C)(=O)OCCO (2-hydroxyethyl methacrylate), N(=NC(C(=O)[O-])(CC)C)C(C(=O)[O-])(CC)C (2,2′-azobis(methyl 2-methylpropionate)). The solvent is CCCCCCC (heptane), C(C(C)C)C(=O)C (methyl isobutyl ketone). Conditions: time 6 hour. Product: C(C(=C)C)(=O)OC1OCCCC1.C(C)(=O)OC1=CC=C(C=C)C=C1.C(C(=C)C)(=O)OCCO (2-tetrahydropyranyl methacrylate p-acetoxystyrene 2-hydroxyethyl methacrylate), C(C)(=O)OC(COC)C (propylene glycol monomethyl ether acetate), COCCOCCOCC (diethylene glycol ethyl methyl ether). As a reaction SMILES: [C:1]([O:6][CH:7]1[CH2:12][CH2:11][CH2:10][CH2:9][O:8]1)(=[O:5])[C:2]([CH3:4])=[CH2:3].[C:13]([O:16][C:17]1[CH:24]=[CH:23][C:20]([CH:21]=[CH2:22])=[CH:19][CH:18]=1)(=[O:15])[CH3:14].[C:25]([O:30][CH2:31][CH2:32][OH:33])(=[O:29])[C:26]([CH3:28])=[CH2:27].N(C(C)(CC)C([O-])=O)=NC(C)(CC)[C:37]([O-])=[O:38]>CCCCCCC.C(C(C)=O)C(C)C>[C:1]([O:6][CH:7]1[CH2:12][CH2:11][CH2:10][CH2:9][O:8]1)(=[O:5])[C:2]([CH3:4])=[CH2:3].[C:13]([O:16][C:17]1[CH:24]=[CH:23][C:20]([CH:21]=[CH2:22])=[CH:19][CH:18]=1)(=[O:15])[CH3:14].[C:25]([O:30][CH2:31][CH2:32][OH:33])(=[O:29])[C:26]([CH3:28])=[CH2:27].[C:13]([O:16][CH:17]([CH3:24])[CH2:18][O:38][CH3:37])(=[O:15])[CH3:14].[CH3:25][O:30][CH2:31][CH2:32][O:33][CH2:10][CH2:9][O:8][CH2:7][CH3:12] |f:6.7.8|. Procedure: Into a 500 ml-volume three-neck flask, 71.5 g (0.42 mol) of 2-tetrahydropyranyl methacrylate, 19.5 g (0.12 mol) of p-acetoxystyrene, 7.8 g (0.06 mol) of 2-hydroxyethyl methacrylate and 300 ml of methyl isobutyl ketone were charged. A catalytic amount of 2,2′-azobis(methyl 2-methylpropionate) was added thereto as a radical polymerization initiator, and polymerization was allowed to proceed at 80° C. for 6 hours in a nitrogen stream. The reaction solution was cooled and then poured in a large amou... Starting materials: Cl.Cl.N1C[C@H](CC1)NC(=O)C1=CC2=C(N(C(=N2)NC=2SC3=C(N2)C=CC(=C3)Cl)C)C=C1 (2-(6-chloro-benzothiazol-2-ylamino)-1-methyl-1H-benzoimidazole-5-carboxylic acid (S)-pyrrolidin-3-ylamide dihydrochloride), C=O (formaldehyde), [BH-](OC(=O)C)(OC(=O)C)OC(=O)C.[Na+] (Na(OAc)3BH). The solvent is C(Cl)Cl (DCM). Product: CN1C[C@H](CC1)NC(=O)C1=CC2=C(N(C(=N2)NC=2SC3=C(N2)C=CC(=C3)Cl)C)C=C1 (2-(6-Chloro-benzothiazol-2-ylamino)-1-methyl-1H-benzoimidazole-5-carboxylic acid ((S)-1-methyl-pyrrolidin-3-yl)amide). The yield is 88.2%. RXN SMILES: Cl.Cl.[NH:3]1[CH2:7][CH2:6][C@H:5]([NH:8][C:9]([C:11]2[CH:31]=[CH:30][C:14]3[N:15]([CH3:29])[C:16]([NH:18][C:19]4[S:20][C:21]5[CH:27]=[C:26]([Cl:28])[CH:25]=[CH:24][C:22]=5[N:23]=4)=[N:17][C:13]=3[CH:12]=2)=[O:10])[CH2:4]1.C=O.[BH-](OC(C)=O)(OC(C)=O)O[C:36](C)=O.[Na+]>C(Cl)Cl>[CH3:36][N:3]1[CH2:7][CH2:6][C@H:5]([NH:8][C:9]([C:11]2[CH:31]=[CH:30][C:14]3[N:15]([CH3:29])[C:16]([NH:18][C:19]4[S:20][C:21]5[CH:27]=[C:26]([Cl:28])[CH:25]=[CH:24][C:22]=5[N:23]=4)=[N:17][C:13]=3[CH:12]=2)=[O:10])[CH2:4]1 |f:0.1.2,4.5|. Procedure: 2-(6-Chloro-benzothiazol-2-ylamino)-1-methyl-1H-benzoimidazole-5-carboxylic acid ((S)-1-methyl-pyrrolidin-3-yl)amide (35 mg) was prepared by following General Procedure P starting from 2-(6-chloro-benzothiazol-2-ylamino)-1-methyl-1H-benzoimidazole-5-carboxylic acid (S)-pyrrolidin-3-ylamide dihydrochloride (45 mg), 37% formaldehyde (500 uL), and Na(OAc)3BH (32 mg) in DCM (500 uL). LC/MS: m/z 440.7. Starting materials: C(C)OC(C(CC(C1=CC(=CC=C1)SC1=CC=CC=C1)=O)=O)=O (2,4-dioxo-4-(3-phenylsulfanyl-phenyl)-butyric acid ethyl ester), crude material, [OH-].[Na+] (NaOH). The solvent is CO.CC(=O)O.C(Cl)Cl (MeOH AcOH CH2Cl2). Product: O=C(C(=O)O)CC(C1=CC(=CC=C1)SC1=CC=CC=C1)=O (2,4-Dioxo-4-(3-phenylsulfanyl-phenyl)-butyric acid). As a reaction SMILES: C([O:3][C:4](=[O:23])[C:5](=[O:22])[CH2:6][C:7](=[O:21])[C:8]1[CH:13]=[CH:12][CH:11]=[C:10]([S:14][C:15]2[CH:20]=[CH:19][CH:18]=[CH:17][CH:16]=2)[CH:9]=1)C.[OH-].[Na+]>CO.CC(O)=O.C(Cl)Cl>[O:22]=[C:5]([CH2:6][C:7](=[O:21])[C:8]1[CH:13]=[CH:12][CH:11]=[C:10]([S:14][C:15]2[CH:16]=[CH:17][CH:18]=[CH:19][CH:20]=2)[CH:9]=1)[C:4]([OH:23])=[O:3] |f:1.2,3.4.5|. Procedure: In a manner similar to example AIV-2-1, 2,4-dioxo-4-(3-phenylsulfanyl-phenyl)-butyric acid ethyl ester was formed and the crude material was hydrolyzed in a manner similar to example AIV-3-1 using 1N NaOH to afford L-1 as a yellow solid. Rf=0.32 (6:6:94 MeOH/AcOH/CH2Cl2).